Dataset: the Open Reaction Database (ORD), a public repository of structured organic reaction records. Task: describe an organic reaction: reactants, conditions, products, and yield Reactants: COc1cc(CCCC(O)c2ccc3c(c2)OCO3)cc(OC)c1OC, CCOC(C)=O, Cl[Pd]Cl. Product: COc1cc(CCCCc2ccc3c(c2)OCO3)cc(OC)c1OC. Reaction SMILES: [CH2:1]1[O:2][c:3]2[cH:4][c:5]([CH:10]([CH2:11][CH2:12][CH2:13][c:14]3[cH:15][c:16]([O:24][CH3:25])[c:17]([O:22][CH3:23])[c:18]([O:20][CH3:21])[cH:19]3)[OH:26])[cH:6][cH:7][c:8]2[O:9]1.[CH3:27][CH2:28][O:29][C:30](=[O:31])[CH3:32].[Pd:33]([Cl:34])[Cl:35]>>[CH2:1]1[O:2][c:3]2[cH:4][c:5]([CH2:10][CH2:11][CH2:12][CH2:13][c:14]3[cH:15][c:16]([O:24][CH3:25])[c:17]([O:22][CH3:23])[c:18]([O:20][CH3:21])[cH:19]3)[cH:6][cH:7][c:8]2[O:9]1.